describe an organic reaction: reactants, conditions, products, and yield From a dataset of the Open Reaction Database (ORD), a public repository of structured organic reaction records. The reactants are C(=O)(Cl)Cl (phosgene), 96, ClC1=C(C(=O)Cl)C=CC=C1CC (o-chloro-ethylbenzoyl chloride), C1(=O)OCC2=CC=CC=C12 (phthalide), C(=O)(Cl)Cl (phosgene), C1(=O)OCC2=CC=CC=C12 (phthalide). The reagents and catalysts are N1=CC(=CC=C1)C (β-picoline), B(O)(O)O (boric acid). Reaction conditions: temperature 140 celsius. Product: ClCC1=C(C(=O)Cl)C=CC=C1 (o-chloromethylbenzoyl chloride). Yield: 90.0%. As a reaction SMILES: C1(C2C(=CC=CC=2)CO1)=O.[C:11]([Cl:14])(Cl)=[O:12].Cl[C:16]1[C:24](CC)=[CH:23][CH:22]=[CH:21][C:17]=1[C:18]([Cl:20])=O>N1C=CC=C(C)C=1.B(O)(O)O>[Cl:20][CH2:18][C:17]1[CH:21]=[CH:22][CH:23]=[CH:24][C:16]=1[C:11]([Cl:14])=[O:12]. Reported procedure: 268 g (2 mol) of phthalide, 9.3 g (0.1 mol) of β-picoline and 3.1 g (0.05 mol) of crystalline boric acid (Riedel de Haen) were initially charged. At 140-150° C., a total of 245 g (2.45 mol) of gaseous phosgene was introduced over a period of 7 h. The mixture was then stirred at 140° C. for another hour. Excess phosgene was stripped using nitrogen, giving a discharge of 380 g having a content of 96 GC area % of o-chloro-ethylbenzoyl chloride and 1.4% of unreacted phthalide. ractional distillation... Starting materials: CCOC(=O)c1c(O)c2cccn2[nH]c1=O, COCCO, NCC(=O)[O-], [Na+]. Yields the product O=C(O)CNC(=O)c1c(O)c2cccn2[nH]c1=O. Reaction SMILES: [CH2:1]([O:2][C:4](=[O:5])[c:6]1[c:7]([OH:16])[c:8]2[n:9]([nH:10][c:11]1=[O:12])[cH:13][cH:14][cH:15]2)[CH3:3].[CH3:23][O:24][CH2:25][CH2:26][OH:27].[NH2:17][CH2:18][C:19](=[O:20])[O-:21].[Na+:22]>>[C:4](=[O:5])([c:6]1[c:7]([OH:16])[c:8]2[n:9]([nH:10][c:11]1=[O:12])[cH:13][cH:14][cH:15]2)[NH:17][CH2:18][C:19](=[O:20])[OH:21]. Starting materials: COC1(CCOCC1)CO ((4-methoxytetrahydro-2H-pyran-4-yl)methanol), C=1(C(=CC=CC1)S(=O)(=O)Cl)C (toluenesulfonic chloride), N1=CC=CC=C1 (pyridine). Run at temperature 25 celsius, time 8 hour. The product is CC1=CC=C(C=C1)S(=O)(=O)OCC1(CCOCC1)OC ((4-methoxytetrahydro-2H-pyran-4-yl)methyl 4-methylbenzenesulfonate), solid. As a reaction SMILES: [CH3:1][O:2][C:3]1([CH2:9][OH:10])[CH2:8][CH2:7][O:6][CH2:5][CH2:4]1.[C:11]1(C)[C:12]([S:17](Cl)(=[O:19])=[O:18])=[CH:13][CH:14]=[CH:15][CH:16]=1.N1C=CC=C[CH:23]=1>>[CH3:23][C:15]1[CH:16]=[CH:11][C:12]([S:17]([O:10][CH2:9][C:3]2([O:2][CH3:1])[CH2:8][CH2:7][O:6][CH2:5][CH2:4]2)(=[O:18])=[O:19])=[CH:13][CH:14]=1. Procedure details: To a solution of (4-methoxytetrahydro-2H-pyran-4-yl)methanol (300 mg, 2.05 mmol) in pyridine (4 ml) at ambient temperature was added toluenesulfonic chloride (430 mg, 2.25 mmol) and the resulting mixture was stirred overnight at about 25° C. The stirred mixture was concentrated and the solid residue was dissolved in DCM and purified by silica gel chromatography using a 12 g column, eluting with 0-30% ethyl acetate in heptane to yield the desired compound “O” as a light yellow solid (360 mg). 1H ...